From a dataset of the Open Reaction Database (ORD), a public repository of structured organic reaction records. describe an organic reaction: reactants, conditions, products, and yield Starting materials: C(=NC1CCCCC1)=NC1CCCCC1, NC1CCN(Cc2ccccc2)CC1, CN(C)C=O. Yields the product c1ccc(CN2CCC(NC(=NC3CCCCC3)NC3CCCCC3)CC2)cc1. As a reaction SMILES: [CH:15]1([N:21]=[C:22]=[N:23][CH:24]2[CH2:25][CH2:26][CH2:27][CH2:28][CH2:29]2)[CH2:16][CH2:17][CH2:18][CH2:19][CH2:20]1.[NH2:1][CH:2]1[CH2:3][CH2:4][N:5]([CH2:8][c:9]2[cH:10][cH:11][cH:12][cH:13][cH:14]2)[CH2:6][CH2:7]1.[O:30]=[CH:31][N:32]([CH3:33])[CH3:34]>>[NH:1]([CH:2]1[CH2:3][CH2:4][N:5]([CH2:8][c:9]2[cH:10][cH:11][cH:12][cH:13][cH:14]2)[CH2:6][CH2:7]1)[C:22](=[N:21][CH:15]1[CH2:16][CH2:17][CH2:18][CH2:19][CH2:20]1)[NH:23][CH:24]1[CH2:25][CH2:26][CH2:27][CH2:28][CH2:29]1. The reactants are CN(C)C=O, Clc1ccc(CBr)cc1, [H-], O=[N+]([O-])c1cc[nH]n1, [Na+]. The product is O=[N+]([O-])c1ccn(Cc2ccc(Cl)cc2)n1. RXN SMILES: [CH3:20][N:21]([CH3:22])[CH:23]=[O:24].[Cl:11][c:12]1[cH:13][cH:14][c:15]([CH2:16][Br:17])[cH:18][cH:19]1.[H-:9].[N+:1](=[O:2])([O-:3])[c:4]1[n:5][nH:6][cH:7][cH:8]1.[Na+:10]>>[N+:1](=[O:2])([O-:3])[c:4]1[n:5][n:6]([CH2:16][c:15]2[cH:14][cH:13][c:12]([Cl:11])[cH:19][cH:18]2)[cH:7][cH:8]1. Starting materials: CC(C)(C)OC(=O)N1CCN(S(=O)(=O)c2ccccc2F)CC1, CO, CCOCC, ClCCl, Cl. Product: Cl, O=S(=O)(c1ccccc1F)N1CCNCC1. Reaction SMILES: [C:1]([O:2][C:3](=[O:4])[N:8]1[CH2:9][CH2:10][N:11]([S:14](=[O:15])(=[O:16])[c:17]2[c:18]([F:23])[cH:19][cH:20][cH:21][cH:22]2)[CH2:12][CH2:13]1)([CH3:5])([CH3:6])[CH3:7].[CH3:25][OH:26].[CH3:30][CH2:31][O:32][CH2:33][CH3:34].[Cl:27][CH2:28][Cl:29].[ClH:24]>>[ClH:24].[NH:8]1[CH2:9][CH2:10][N:11]([S:14](=[O:15])(=[O:16])[c:17]2[c:18]([F:23])[cH:19][cH:20][cH:21][cH:22]2)[CH2:12][CH2:13]1.